This data is from the Open Reaction Database (ORD), a public repository of structured organic reaction records. The task is: describe an organic reaction: reactants, conditions, products, and yield Starting materials: COC=1C=C2C=C(N(C2=CC1)CC1=CC=CC(=N1)C(N)=NO)C1=CC=CC=C1 (6-(5-methoxy-2-phenylindol-1-ylmethyl)pyridine-2-carboxamidoxime), C(=O)(N1C=NC=C1)N1C=NC=C1 (1,1′-carbonyldiimidazole), N12CCCCCC2=NCCC1 (1,8-diazabicyclo[5.4.0]undec-7-ene), C(=O)(N1C=NC=C1)N1C=NC=C1 (1,1′-carbonyldiimidazole), N12CCCCCC2=NCCC1 (1,8-diazabicyclo[5.4.0]undec-7-ene), Cl (hydrochloric acid). The solvent is O1CCCC1 (tetrahydrofuran). Conditions: time 2 hour. Yields the product COC=1C=C2C=C(N(C2=CC1)CC1=CC=CC(=N1)C1=NOC(N1)=O)C1=CC=CC=C1 (3-[6-(5-Methoxy-2-phenylindol-1-ylmethyl)pyridin-2-yl]-4,5-dihydro-1,2,4-oxadiazol-5-one). The yield is 87.4%. Reaction SMILES: [CH3:1][O:2][C:3]1[CH:4]=[C:5]2[C:9](=[CH:10][CH:11]=1)[N:8]([CH2:12][C:13]1[N:18]=[C:17]([C:19](=[N:21][OH:22])[NH2:20])[CH:16]=[CH:15][CH:14]=1)[C:7]([C:23]1[CH:28]=[CH:27][CH:26]=[CH:25][CH:24]=1)=[CH:6]2.[C:29](N1C=CN=C1)(N1C=CN=C1)=[O:30].N12CCCN=C1CCCCC2.Cl>O1CCCC1>[CH3:1][O:2][C:3]1[CH:4]=[C:5]2[C:9](=[CH:10][CH:11]=1)[N:8]([CH2:12][C:13]1[N:18]=[C:17]([C:19]3[NH:20][C:29](=[O:30])[O:22][N:21]=3)[CH:16]=[CH:15][CH:14]=1)[C:7]([C:23]1[CH:28]=[CH:27][CH:26]=[CH:25][CH:24]=1)=[CH:6]2. Reported procedure: To a solution of 6-(5-methoxy-2-phenylindol-1-ylmethyl)pyridine-2-carboxamidoxime (124 mg) in tetrahydrofuran (1.7 mL) were added 1,1′-carbonyldiimidazole (57 mg) and 1,8-diazabicyclo[5.4.0]undec-7-ene (53 μL). This mixture was stirred at room temperature for 2 hours. To the reaction mixture were added 1,1′-carbonyldiimidazole (27 mg) and 1,8-diazabicyclo[5.4.0]undec-7-ene (25 μL), followed by stirring at room temperature for 1 hour. To the reaction mixture was added 1 mol/L hydrochloric acid, f... Reactants: CC(C)(C)OC(=O)n1c(Br)ccc1Br, [Li]CCCC, CCOCC, [Cl-], O=C(Cl)OCc1ccccc1, [NH4+]. Yields the product CC(C)(C)OC(=O)n1c(Br)ccc1C(=O)OCc1ccccc1. As a reaction SMILES: [Br:1][c:2]1[n:3]([C:8](=[O:9])[O:10][C:11]([CH3:12])([CH3:13])[CH3:14])[c:4]([Br:7])[cH:5][cH:6]1.[CH2:15]([Li:16])[CH2:17][CH2:18][CH3:19].[CH3:33][CH2:34][O:35][CH2:36][CH3:37].[Cl-:31].[Cl:20][C:21](=[O:22])[O:23][CH2:24][c:25]1[cH:26][cH:27][cH:28][cH:29][cH:30]1.[NH4+:32]>>[c:2]1([C:21](=[O:22])[O:23][CH2:24][c:25]2[cH:26][cH:27][cH:28][cH:29][cH:30]2)[n:3]([C:8](=[O:9])[O:10][C:11]([CH3:12])([CH3:13])[CH3:14])[c:4]([Br:7])[cH:5][cH:6]1. Starting materials: ClC1=C(C(=O)C=2N(C=CC2)NC(OCC)=O)C=CC(=C1)Cl ([2-(2,4-dichlorobenzoyl)-1H-pyrrol-1-yl]carbamic acid, ethyl ester), [OH-].[K+] (potassium hydroxide). Solvent: C(C)O (ethanol), O (water). The product is ClC=1C=CC=2C(C=3N(NC2C1)C=CC3)=O (7-Chloropyrrolo[1,2-b]cinnolin-10(5H)-one). Yield: 99.4%. Reaction SMILES: Cl[C:2]1[CH:20]=[C:19]([Cl:21])[CH:18]=[CH:17][C:3]=1[C:4]([C:6]1[N:7]([NH:11]C(=O)OCC)[CH:8]=[CH:9][CH:10]=1)=[O:5].[OH-].[K+]>C(O)C.O>[Cl:21][C:19]1[CH:20]=[CH:2][C:3]2[C:4](=[O:5])[C:6]3[N:7]([CH:8]=[CH:9][CH:10]=3)[NH:11][C:17]=2[CH:18]=1 |f:1.2|. Procedure: A solution of [2-(2,4-dichlorobenzoyl)-1H-pyrrol-1-yl]carbamic acid, ethyl ester (102.4 g) in 500 ml of ethanol was treated with a solution of potassium hydroxide (84 g) in 200 ml of water and then the mixture was stirred under reflux for 1 hour. The ethanol was evaporated and the aqueous layer was washed with 3×500 ml of ether. The aqueous phase was then adjusted to pH 5 with 6N HCl and the product collected by filtration. Oven drying yielded 68 g of a yellow green powder, mp>300° C. The reactants are COC1=C(C=C(C=C1)OC)SC=1NC2=NC=NC(=C2N1)N (8-(2,5-dimethoxy-phenylsulfanyl)-9H-purin-6-ylamine), ClCCC1=C(C=C(C=C1)F)F (1-(2-chloro-ethyl)-2,4-difluoro-benzene). Yields the product FC1=C(C=CC(=C1)F)CCN1C2=NC=NC(=C2N=C1SC1=C(C=CC(=C1)OC)OC)N (9-[2-(2,4-Difluoro-phenyl)-ethyl]-8-(2,5-dimethoxy-phenylsulfanyl)-9H-purine-6-ylamine). Reaction SMILES: [CH3:1][O:2][C:3]1[CH:8]=[CH:7][C:6]([O:9][CH3:10])=[CH:5][C:4]=1[S:11][C:12]1[NH:13][C:14]2[C:19]([N:20]=1)=[C:18]([NH2:21])[N:17]=[CH:16][N:15]=2.Cl[CH2:23][CH2:24][C:25]1[CH:30]=[CH:29][C:28]([F:31])=[CH:27][C:26]=1[F:32]>>[F:32][C:26]1[CH:27]=[C:28]([F:31])[CH:29]=[CH:30][C:25]=1[CH2:24][CH2:23][N:13]1[C:12]([S:11][C:4]2[CH:5]=[C:6]([O:9][CH3:10])[CH:7]=[CH:8][C:3]=2[O:2][CH3:1])=[N:20][C:19]2[C:14]1=[N:15][CH:16]=[N:17][C:18]=2[NH2:21]. Procedure: The title compound was prepared from 8-(2,5-dimethoxy-phenylsulfanyl)-9H-purin-6-ylamine and 1-(2-chloro-ethyl)-2,4-difluoro-benzene by a procedure similar to examples 1 and 2. The compound was purified by preparative HPLC. LC-MS [M+H]+ 444.1. Reactants: C1(CCCC1)PC1CCCC1.B (dicyclopentyl-phosphine borane), 31P{1H}, C(CCC)[Li] (n-butyl lithium), CC1=CC=C(C=C1)S(=O)(=O)OC1CCC(CC1)C1=CC=CC=C1 (4-phenylcyclohexyl 4-methylbenzenesulfonate). Product: C1(CCCC1)P(C1CCC(CC1)C1=CC=CC=C1)C1CCCC1.B (dicyclopentyl(4-phenylcyclohexyl)phosphine borane). As a reaction SMILES: [CH:1]1([PH:6][CH:7]2[CH2:11][CH2:10][CH2:9][CH2:8]2)[CH2:5][CH2:4][CH2:3][CH2:2]1.[BH3:12].C([Li])CCC.CC1C=CC(S(O[CH:29]2[CH2:34][CH2:33][CH:32]([C:35]3[CH:40]=[CH:39][CH:38]=[CH:37][CH:36]=3)[CH2:31][CH2:30]2)(=O)=O)=CC=1>>[CH:7]1([P:6]([CH:1]2[CH2:2][CH2:3][CH2:4][CH2:5]2)[CH:38]2[CH2:37][CH2:36][CH:35]([C:32]3[CH:33]=[CH:34][CH:29]=[CH:30][CH:31]=3)[CH2:40][CH2:39]2)[CH2:8][CH2:9][CH2:10][CH2:11]1.[BH3:12] |f:0.1,4.5|. Procedure: The product is made similarly to its analog in Example 1 from dicyclopentyl-phosphine-borane (10.6 g; 57.5 mmol.), n-butyl lithium (39.5 mL of 1.6 M solution; 63.3 mmol.) and 4-phenylcyclohexyl 4-methylbenzenesulfonate (22.8 g; 68.9 mmol.). Yield 14.5 g (74%). 31P{1H} NMR (δ, C6D6, ppm): 33.22 and 33.83 (broad); 1H NMR (δ, C6D6, ppm): 0.944 (m, 3H, BH3), 1.2-2.2 (m, 27H, cyclopentyl+cyclohexyl), 2.82 (m, 1H, PhCH), 7.0-7.25 (m, 5H, Ph). Starting materials: ClC1=CC=C(C=C1)C=CC1=CC=C(C=C1)[N+](=O)[O-] (4-[2-(4-chloro-phenyl)-vinyl]-1-nitro-benzene). Reagents/catalysts: [Pt] (platinum). Run in C(C)(=O)OCC (ethyl acetate). Yields the product ClC1=CC=C(C=C1)CCC1=CC=C(C=C1)N (4-[2-(4-Chloro-phenyl)-ethyl]-phenylamine). As a reaction SMILES: [Cl:1][C:2]1[CH:7]=[CH:6][C:5]([CH:8]=[CH:9][C:10]2[CH:15]=[CH:14][C:13]([N+:16]([O-])=O)=[CH:12][CH:11]=2)=[CH:4][CH:3]=1>C(OCC)(=O)C.[Pt]>[Cl:1][C:2]1[CH:3]=[CH:4][C:5]([CH2:8][CH2:9][C:10]2[CH:11]=[CH:12][C:13]([NH2:16])=[CH:14][CH:15]=2)=[CH:6][CH:7]=1. Procedure details: A solution of 5.0 g (19.2 mmol) 4-[2-(4-chloro-phenyl)-vinyl]-1-nitro-benzene in 100 ml ethyl acetate is treated with 200 mg of platinum 5% on charcoal. Hydrogenation is performed at room temperature and normal pressure overnight. The catalyst is filtered off and the filtrate evaporated to yield 3.17 g (71%) of a slightly yellow solid. MS: m/e=231.9 (M++H). Starting materials: resultant mixture, Cl.O1CCOCC1 (hydrochloric acid dioxane), COCN1C(C(CN(C2=C1C=CC=C2)C2=CC=CC=C2)=NOC(=O)NCCC)=O (1-methoxymethyl-2-oxo-3-propylaminocarbonyloxyimino-5-phenyl-1,3,4,5-tetrahydro-2H-1,5-benzodiazepine). The reagents and catalysts are [C].[Pd] (Palladium carbon). Run in CO (methanol), CCOCC (ether). The product is Cl.COCN1C(C(CN(C2=C1C=CC=C2)C2=CC=CC=C2)N)=O (1-methoxymethyl-2-oxo-3-amino-5-phenyl-1,3,4,5-tetrahydro-2H-1,5-benzodiazepine hydrochloride). Yield: 69.3%. Reaction SMILES: [CH3:1][O:2][CH2:3][N:4]1[C:10]2[CH:11]=[CH:12][CH:13]=[CH:14][C:9]=2[N:8]([C:15]2[CH:20]=[CH:19][CH:18]=[CH:17][CH:16]=2)[CH2:7][C:6](=[N:21]OC(NCCC)=O)[C:5]1=[O:29].[ClH:30].O1CCOCC1>CO.CCOCC.[C].[Pd]>[ClH:30].[CH3:1][O:2][CH2:3][N:4]1[C:10]2[CH:11]=[CH:12][CH:13]=[CH:14][C:9]=2[N:8]([C:15]2[CH:16]=[CH:17][CH:18]=[CH:19][CH:20]=2)[CH2:7][CH:6]([NH2:21])[C:5]1=[O:29] |f:1.2,5.6,7.8|. Reported procedure: 10% Palladium carbon (2.0 g) was added to 1-methoxymethyl-2-oxo-3-propylaminocarbonyloxyimino-5-phenyl-1,3,4,5-tetrahydro-2H-1,5-benzodiazepine (14.2 g) suspended in methanol (200 ml), and the resultant mixture was stirred for two hours under hydrogen atmosphere (3 kg/cm2) at room temperature. The reaction mixture was filtered, and the filtrate was concentrated under reduced pressure. The residue was purified by silica gel column chromatography (chloroform:methanol=20:1), to thereby obtain a yel... Starting materials: OCC=1C=C(C=CC1OC)CC(C(=O)OCC)OC(C)C (ethyl 3-[3-(hydroxymethyl)-4-methoxyphenyl]-2-isopropoxypropanoate), C1(=CC=CC=C1)N=C=O (phenylisocyanate). Yields the product N(C1=CC=CC=C1)C(=O)OCC=1C=C(C=CC1OC)CC(C(=O)O)OC(C)C (3-(3-{[(Anilinocarbonyl)oxy]methyl}-4-methoxyphenyl)-2-isopropoxypropanoic acid). RXN SMILES: [OH:1][CH2:2][C:3]1[CH:4]=[C:5]([CH2:11][CH:12]([O:18][CH:19]([CH3:21])[CH3:20])[C:13]([O:15]CC)=[O:14])[CH:6]=[CH:7][C:8]=1[O:9][CH3:10].[C:22]1([N:28]=[C:29]=[O:30])[CH:27]=[CH:26][CH:25]=[CH:24][CH:23]=1>>[NH:28]([C:29]([O:1][CH2:2][C:3]1[CH:4]=[C:5]([CH2:11][CH:12]([O:18][CH:19]([CH3:20])[CH3:21])[C:13]([OH:15])=[O:14])[CH:6]=[CH:7][C:8]=1[O:9][CH3:10])=[O:30])[C:22]1[CH:27]=[CH:26][CH:25]=[CH:24][CH:23]=1. Procedure details: Using ethyl 3-[3-(hydroxymethyl)-4-methoxyphenyl]-2-isopropoxypropanoate and phenylisocyanate, the title compound was obtained in the same manner as described in Example 148. Starting materials: CN(C)C1(c2ccccc2)CCC(=CC(=O)NCCc2ccc(F)cc2)CC1, CCC(C)=O, C[Si](C)(C)Cl. Yields the product CN(C)C1(c2ccccc2)CCC(=CC(=O)NCCc2ccc(F)cc2)CC1, Cl. Reaction SMILES: [CH3:1][N:2]([C:3]1([c:22]2[cH:23][cH:24][cH:25][cH:26][cH:27]2)[CH2:4][CH2:5][C:6](=[CH:9][C:10](=[O:11])[NH:12][CH2:13][CH2:14][c:15]2[cH:16][cH:17][c:18]([F:21])[cH:19][cH:20]2)[CH2:7][CH2:8]1)[CH3:28].[CH3:34][C:35]([CH2:36][CH3:37])=[O:38].[Cl:29][Si:30]([CH3:31])([CH3:32])[CH3:33]>>[CH3:1][N:2]([C:3]1([c:22]2[cH:23][cH:24][cH:25][cH:26][cH:27]2)[CH2:4][CH2:5][C:6](=[CH:9][C:10](=[O:11])[NH:12][CH2:13][CH2:14][c:15]2[cH:16][cH:17][c:18]([F:21])[cH:19][cH:20]2)[CH2:7][CH2:8]1)[CH3:28].[ClH:29]. The reactants are COCC1=C(C=CC(=C1)C(=O)O)C1=C(C=CC=C1)C (2-(methoxymethyl)-2′-methyl biphenyl-4-carboxylic acid), ON=C(N)C1=CC2=C(NC=N2)C(=C1)C (N′-hydroxy-7-methyl-1H-benzimidazole-5-carboximidamide). Procedure: Title compound was prepared following general procedure 2 starting from Intermediate 14 (308 mg; 1.2 mmol) and Intermediate 3 (228 mg; 1.2 mmol). The reaction mixture was diluted with Et2O, washed with water and brine and evaporated under vacuum. Purification by silica column chromatography (EtOAc/c-Hex, 30/70 to 70/30) afforded the title compound as a pink powder. 1H NMR (DMSO-d6) δ 12.92 (br s, 0.5H), 12.71 (br s, 0.5H), 8.38 (d, J=6.0 Hz, 1H), 8.34 (d, J=1.3 Hz, 1H), 8.26-8.12 (m, 2H), 7.80 (... Solvent: CCOCC (Et2O). The product is COCC1=C(C=CC(=C1)C1=NC(=NO1)C1=CC2=C(NC=N2)C(=C1)C)C1=C(C=CC=C1)C (5-{5-[2-(methoxymethyl)-2′-methylbiphenyl-4-yl]-1,2,4-oxadiazol-3-yl}-7-methyl-1H-benzimidazole). Reaction SMILES: [CH3:1][O:2][CH2:3][C:4]1[CH:9]=[C:8]([C:10]([OH:12])=O)[CH:7]=[CH:6][C:5]=1[C:13]1[CH:18]=[CH:17][CH:16]=[CH:15][C:14]=1[CH3:19].O[N:21]=[C:22]([C:24]1[CH:32]=[C:31]([CH3:33])[C:27]2[NH:28][CH:29]=[N:30][C:26]=2[CH:25]=1)[NH2:23]>CCOCC>[CH3:1][O:2][CH2:3][C:4]1[CH:9]=[C:8]([C:10]2[O:12][N:21]=[C:22]([C:24]3[CH:32]=[C:31]([CH3:33])[C:27]4[NH:28][CH:29]=[N:30][C:26]=4[CH:25]=3)[N:23]=2)[CH:7]=[CH:6][C:5]=1[C:13]1[CH:18]=[CH:17][CH:16]=[CH:15][C:14]=1[CH3:19].